Task: describe an organic reaction: reactants, conditions, products, and yield. Dataset: the Open Reaction Database (ORD), a public repository of structured organic reaction records Reactants: N(=O)OCCC(C)C (isopentyl nitrite), NC1=C(C(=C(C(=N1)SCC1=CC(=NC=C1)C(=O)NC)C#N)C1=CC(=C(C=C1)F)F)C#N (4-({[6-amino-3,5-dicyano-4-(3,4-difluorophenyl)pyridin-2-yl]sulfanyl}methyl)-N-methylpyridine-2-carboxamide), N(=O)OCCC(C)C (isopentyl nitrite), Cl (hydrochloric acid). The reagents and catalysts are [Cu](Cl)Cl (copper(II) chloride), [Cu](Cl)Cl (copper(II) chloride). Solvent: C(C)#N (acetonitrile). Run at temperature 65 celsius, time 8 hour. Product: ClC1=C(C(=C(C(=N1)SCC1=CC(=NC=C1)C(=O)NC)C#N)C1=CC(=C(C=C1)F)F)C#N (4-({[6-Chloro-3,5-dicyano-4-(3,4-difluorophenyl)pyridin-2-yl]sulfanyl}methyl)-N-methylpyridine-2-carboxamide). RXN SMILES: N[C:2]1[N:7]=[C:6]([S:8][CH2:9][C:10]2[CH:15]=[CH:14][N:13]=[C:12]([C:16]([NH:18][CH3:19])=[O:17])[CH:11]=2)[C:5]([C:20]#[N:21])=[C:4]([C:22]2[CH:27]=[CH:26][C:25]([F:28])=[C:24]([F:29])[CH:23]=2)[C:3]=1[C:30]#[N:31].N(OCCC(C)C)=O.[ClH:40]>C(#N)C.[Cu](Cl)Cl>[Cl:40][C:2]1[N:7]=[C:6]([S:8][CH2:9][C:10]2[CH:15]=[CH:14][N:13]=[C:12]([C:16]([NH:18][CH3:19])=[O:17])[CH:11]=2)[C:5]([C:20]#[N:21])=[C:4]([C:22]2[CH:27]=[CH:26][C:25]([F:28])=[C:24]([F:29])[CH:23]=2)[C:3]=1[C:30]#[N:31]. Procedure details: Under argon, 0.86 g (1.97 mmol) of 4-({[6-amino-3,5-dicyano-4-(3,4-difluorophenyl)pyridin-2-yl]sulfanyl}methyl)-N-methylpyridine-2-carboxamide (Example 4), 0.46 g (3.93 mmol) of isopentyl nitrite and 0.53 g (3.93 mmol) of copper(II) chloride were initially charged in 20 ml of acetonitrile and the mixture was stirred at 65° C. overnight. After a reaction time of 3 h, another 0.23 g (1.97 mmol) of isopentyl nitrite and 0.26 g (1.97 mmol) of copper(II) chloride were added to the reaction mixture. A... Starting materials: BrC1=CC=CC(=N1)/C=C(/C(=O)NC(CCC)C1=CC=C(OCCOCCOCCNC(CCCC[C@@H]2SC[C@@H]3NC(N[C@@H]32)=O)=O)C=C1)\C#N (N-(2-(2-(2-(4-(1-((E)-3-(6-Bromopyridin-2-yl)-2-cyanoacrylamido)butyl)phenoxy)ethoxy)ethoxy)ethyl)-5-((3aS,4S,6aR)-2-oxohexahydro-1H-thieno[3,4-d]imidazol-4-yl)pentanamide), BrC1=CC=CC(=N1)/C=C/C(=O)NC(CCC)C1=CC=C(OCCOCCOCCN(C(=O)OC(C)(C)C)C(=O)OC(C)(C)C)C=C1 ((E)-(2-(2-(2-(4-(1-(3-(6-Bromopyridin-2-yl)acrylamido)butyl)phenoxy)ethoxy)ethoxy)ethyl)imidodicarbonic acid, 1,3-bis-tert-butyl ester). Product: BrC1=CC=CC(=N1)/C=C/C(=O)NC(CCC)C1=CC=C(OCCOCCOCCNC(CCCC[C@@H]2SC[C@@H]3NC(N[C@@H]32)=O)=O)C=C1 (N-(2-(2-(2-(4-(1-((E)-3-(6-Bromopyridin-2-yl)acrylamido)butyl)phenoxy)ethoxy)ethoxy)ethyl)-5-((3aS,4S,6aR)-2-oxohexahydro-1H-thieno[3,4-d]imidazol-4-yl)pentanamide). RXN SMILES: [Br:1][C:2]1[N:7]=[C:6](/[CH:8]=[C:9](\C#N)/[C:10]([NH:12][CH:13]([C:17]2[CH:47]=[CH:46][C:20]([O:21][CH2:22][CH2:23][O:24][CH2:25][CH2:26][O:27][CH2:28][CH2:29][NH:30][C:31](=[O:45])[CH2:32][CH2:33][CH2:34][CH2:35][C@H:36]3[C@@H:43]4[C@@H:39]([NH:40][C:41](=[O:44])[NH:42]4)[CH2:38][S:37]3)=[CH:19][CH:18]=2)[CH2:14][CH2:15][CH3:16])=[O:11])[CH:5]=[CH:4][CH:3]=1.BrC1N=C(/C=C/C(NC(C2C=CC(OCCOCCOCCN(C(OC(C)(C)C)=O)C(OC(C)(C)C)=O)=CC=2)CCC)=O)C=CC=1>>[Br:1][C:2]1[N:7]=[C:6](/[CH:8]=[CH:9]/[C:10]([NH:12][CH:13]([C:17]2[CH:18]=[CH:19][C:20]([O:21][CH2:22][CH2:23][O:24][CH2:25][CH2:26][O:27][CH2:28][CH2:29][NH:30][C:31](=[O:45])[CH2:32][CH2:33][CH2:34][CH2:35][C@H:36]3[C@@H:43]4[C@@H:39]([NH:40][C:41](=[O:44])[NH:42]4)[CH2:38][S:37]3)=[CH:46][CH:47]=2)[CH2:14][CH2:15][CH3:16])=[O:11])[CH:5]=[CH:4][CH:3]=1. Procedure details: The title compound was prepared by using a similar procedure as described for the preparation of 48 except that acrylamide 50 was used instead of cyanoacrylamide 47. This produced the crude product which was purified by flash silica gel column chromatography, eluting with 7:93 methanol/dichloromethane, to give 51 (50 mg, quantitative) as a clear oil: MS (ES+) m/z 731.2 (M+H)+. Reactants: ClC1=NC=2N(C(=C1)NC1=C(C=CC=C1)S(=O)(=O)C(C)C)N=CC2 (5-chloro-N-(2-(isopropylsulfonyl)phenyl)pyrazolo[1,5-a]pyrimidin-7-amine), C(C)(C)OC1=C(N)C=C(C(=C1)C1CCNCC1)C (2-isopropoxy-5-methyl-4-(piperidin-4-yl)aniline), Cl (HCl). The solvent is C(C)(C)O (isopropanol), O1CCOCC1 (dioxane). Run at temperature 150 celsius, time 3 hour. Product: C(C)(C)OC1=C(C=C(C(=C1)C1CCNCC1)C)NC1=NC=2N(C(=C1)NC1=C(C=CC=C1)S(=O)(=O)C(C)C)N=CC2 (N5-(2-isopropoxy-5-methyl-4-(piperidin-4-yl)phenyl)-N7-(2-(isopropylsulfonyl)phenyl)pyrazolo[1,5-a]pyrimidine-5,7-diamine). Reaction SMILES: Cl[C:2]1[CH:7]=[C:6]([NH:8][C:9]2[CH:14]=[CH:13][CH:12]=[CH:11][C:10]=2[S:15]([CH:18]([CH3:20])[CH3:19])(=[O:17])=[O:16])[N:5]2[N:21]=[CH:22][CH:23]=[C:4]2[N:3]=1.[CH:24]([O:27][C:28]1[CH:34]=[C:33]([CH:35]2[CH2:40][CH2:39][NH:38][CH2:37][CH2:36]2)[C:32]([CH3:41])=[CH:31][C:29]=1[NH2:30])([CH3:26])[CH3:25].Cl>C(O)(C)C.O1CCOCC1>[CH:24]([O:27][C:28]1[CH:34]=[C:33]([CH:35]2[CH2:36][CH2:37][NH:38][CH2:39][CH2:40]2)[C:32]([CH3:41])=[CH:31][C:29]=1[NH:30][C:2]1[CH:7]=[C:6]([NH:8][C:9]2[CH:14]=[CH:13][CH:12]=[CH:11][C:10]=2[S:15]([CH:18]([CH3:20])[CH3:19])(=[O:17])=[O:16])[N:5]2[N:21]=[CH:22][CH:23]=[C:4]2[N:3]=1)([CH3:26])[CH3:25]. Procedure: To a solution of 5-chloro-N-(2-(isopropylsulfonyl)phenyl)pyrazolo[1,5-a]pyrimidin-7-amine (0.1 mmol) and 2-isopropoxy-5-methyl-4-(piperidin-4-yl)aniline (0.1 mmol) in 2 mL of isopropanol, was added 25 uL of HCl in dioxane (2 N). The suspension was stirred at 150° C. for 3 hours. After work-up and prep-HPLC, product was obtained. 1H NMR (CDCl3, 400 MHz) δ 7.88-7.95 (m, 3H), 7.73-7.75 (d, 1H), 7.61-7.64 (m, 1H), 7.23-7.26 (m, 1H), 6.88 (s, 1H), 6.75 (s, 1H), 6.17-6.18 (d, 1H), 6.09 (s, 1H), 4.46-4... Reactants: Intermediate 202, BrC1=C(C=NN1C)[N+](=O)[O-] (5-bromo-1-methyl-4-nitro-1H-pyrazole), O=C1NCCN(CC1)C(=O)OC(C)(C)C (tert-butyl 5-oxo-1,4-diazepane-1-carboxylate). Yields the product CN1N=CC(=C1N1CCN(CCC1=O)C(=O)OC(C)(C)C)[N+](=O)[O-] (tert-butyl 4-(1-methyl-4-nitro-1H-pyrazol-5-yl)-5-oxo-1,4-diazepane-1-carboxylate). Isolated yield 33.0%. RXN SMILES: Br[C:2]1[N:6]([CH3:7])[N:5]=[CH:4][C:3]=1[N+:8]([O-:10])=[O:9].[O:11]=[C:12]1[CH2:18][CH2:17][N:16]([C:19]([O:21][C:22]([CH3:25])([CH3:24])[CH3:23])=[O:20])[CH2:15][CH2:14][NH:13]1>>[CH3:7][N:6]1[C:2]([N:13]2[C:12](=[O:11])[CH2:18][CH2:17][N:16]([C:19]([O:21][C:22]([CH3:25])([CH3:24])[CH3:23])=[O:20])[CH2:15][CH2:14]2)=[C:3]([N+:8]([O-:10])=[O:9])[CH:4]=[N:5]1. Procedure details: Following the procedure for Intermediate 202 starting from 5-bromo-1-methyl-4-nitro-1H-pyrazole and tert-butyl 5-oxo-1,4-diazepane-1-carboxylate gave tert-butyl 4-(1-methyl-4-nitro-1H-pyrazol-5-yl)-5-oxo-1,4-diazepane-1-carboxylate as a brown gum (136 mg, 33%). 1H NMR (400 MHz, d4-MeOD) δ 8.18 (s, 1H), 4.04-3.72 (m, 5H), 3.90-3.62 (m, 4H), 3.02-2.86 (m, 2H), 1.52 (s, 9H). Reactants: NC1C2CC3CC(CC1C3)C2 (2-aminoadamantane), CSC.B (borane methyl sulfide), [2H]C(Cl)(Cl)Cl.CO[2H] (CDCl3 MeOD), CC=1NC(=CC1C1=NC(=CC=C1)C1=CC=C(C=C1)CC(=O)O)C (2-(2, 5-dimethylpyrrolyl)-6-(4-(carboxymethyl)phenyl)-pyridine), Cl.NO (hydroxylamine hydrochloride). The product is C12C(C3CC(CC(C1)C3)C2)NCCC2=CC=C(C=C2)C2=CC=CC(=N2)N (6-{4-[2-(Adamantan-2-ylamino)-ethyl]-phenyl}-pyridin-2-ylamine). Isolated yield 98.0%. As a reaction SMILES: [NH2:1][CH:2]1[CH:9]2[CH2:10][CH:5]3[CH2:6][CH:7]([CH2:11][CH:3]1[CH2:4]3)[CH2:8]2.CC1NC(C)=CC=1[C:18]1[CH:23]=[CH:22][CH:21]=[C:20]([C:24]2[CH:29]=[CH:28][C:27]([CH2:30][C:31](O)=O)=[CH:26][CH:25]=2)[N:19]=1.Cl.[NH2:36]O.CSC.B.[2H]C(Cl)(Cl)Cl.CO[2H]>>[CH:9]12[CH2:10][CH:5]3[CH2:6][CH:7]([CH2:11][CH:3]([CH2:4]3)[CH:2]1[NH:1][CH2:31][CH2:30][C:27]1[CH:28]=[CH:29][C:24]([C:20]3[N:19]=[C:18]([NH2:36])[CH:23]=[CH:22][CH:21]=3)=[CH:25][CH:26]=1)[CH2:8]2 |f:2.3,4.5,6.7|. Reported procedure: Prepared as in Example 112, using 2-aminoadamantane for the coupling with 2-(2, 5-dimethylpyrrolyl)-6-(4-(carboxymethyl)phenyl)-pyridine followed by deblocking with hydroxylamine hydrochloride and borane methyl sulfide reduction in 98% yield, mp 215-230° C. (dec.) as the hydrochloride salt. RXN SMILES: [CH2:12]([CH2:13][CH2:14][CH2:15][CH2:16][CH3:17])[O:18][c:19]1[cH:20][cH:21][c:22]([C:23](=[O:24])[Cl:25])[cH:26][cH:27]1.[NH2:1][c:2]1[cH:3][cH:4][c:5]([C:6](=[O:7])[O:8][CH3:9])[cH:10][cH:11]1.[cH:28]1[cH:29][cH:30][n:31][cH:32][cH:33]1>>[NH:1]([c:2]1[cH:3][cH:4][c:5]([C:6](=[O:7])[O:8][CH3:9])[cH:10][cH:11]1)[C:23]([c:22]1[cH:21][cH:20][c:19]([O:18][CH2:12][CH2:13][CH2:14][CH2:15][CH2:16][CH3:17])[cH:27][cH:26]1)=[O:24]. Reactants: CCCCCCOc1ccc(C(=O)Cl)cc1, COC(=O)c1ccc(N)cc1, c1ccncc1. The product is CCCCCCOc1ccc(C(=O)Nc2ccc(C(=O)OC)cc2)cc1. As a reaction SMILES: [NH2:1][C:2]1[N:3]=[CH:4][C:5]2[CH:11]=[C:10]([C:12]3[CH:17]=[CH:16][CH:15]=[CH:14][CH:13]=3)[C:9](O)=[N:8][C:6]=2[N:7]=1.ClCCl.S(Cl)(Cl)=O>CN(C)C=O>[CH2:4]([NH:3][C:9]1[C:10]([C:12]2[CH:17]=[CH:16][CH:15]=[CH:14][CH:13]=2)=[CH:11][C:5]2[CH:4]=[N:3][C:2]([NH2:1])=[N:7][C:6]=2[N:8]=1)[CH2:5][CH2:11][CH3:10]. Isolated yield 44.4%. Conditions: time 5 hour. Starting materials: NC=1N=CC2=C(N1)N=C(C(=C2)C2=CC=CC=C2)O (2-amino-6-phenyl-pyrido-[2,3-d]pyrimidin-7-ol), ClCCl (dichloromethane), S(=O)(Cl)Cl (thionyl chloride). Reported procedure: To a mixture of 23.8 g of 2-amino-6-phenyl-pyrido-[2,3-d]pyrimidin-7-ol prepared above in Example 8, 250 mL of dichloromethane, and 77.5 mL of dimethylformamide was added dropwise with cooling 36 mL of thionyl chloride keeping the temperature below 15° C. Following complete addition, the suspension was heated to reflux with stirring for 5 hours. The solvents were removed in vacuo maintaining the temperature below 60° C. The resulting solid was added with cooling to 250 mL of n-butylamine and the... The product is C(CCC)NC=1C(=CC2=C(N=C(N=C2)N)N1)C1=CC=CC=C1 (N7 -Butyl-6-phenyl-pyrido[2,3-d]pyrimidine-2,7-diamine). The solvent is CN(C=O)C (dimethylformamide). Reported procedure: Carbazole (4 g, 0.024 mol) was reacted with iodoethane by working in a similar manner to Example 1a). Product: C(C)N1C2=CC=CC=C2C=2C=CC=CC12 (9-ethyl-9H-carbazole). As a reaction SMILES: [CH:1]1[C:13]2[NH:12][C:11]3[C:6](=[CH:7][CH:8]=[CH:9][CH:10]=3)[C:5]=2[CH:4]=[CH:3][CH:2]=1.I[CH2:15][CH3:16]>>[CH2:15]([N:12]1[C:11]2[CH:10]=[CH:9][CH:8]=[CH:7][C:6]=2[C:5]2[C:13]1=[CH:1][CH:2]=[CH:3][CH:4]=2)[CH3:16]. Reactants: C1=CC=CC=2C3=CC=CC=C3NC12 (Carbazole), ICC (iodoethane). The product is O=C(CCCC1CCCCN1S(=O)(=O)c1ccccc1C(F)(F)F)N1CCC(OCCN2CCCC2)(c2cccnc2)CC1. Reactants: CCN(C(C)C)C(C)C, ClCCl, CCN=C=NCCCN(C)C, Cl, Cl, Cl, O=C(O)CCCC1CCCCN1S(=O)(=O)c1ccccc1C(F)(F)F, c1cncc(C2(OCCN3CCCC3)CCNCC2)c1, O, On1nnc2ccccc21. Reaction SMILES: [CH2:12]([N:13]([CH:14]([CH3:15])[CH3:16])[CH:17]([CH3:18])[CH3:19])[CH3:20].[CH2:80]([Cl:81])[Cl:82].[CH3:47][N:48]([CH3:49])[CH2:50][CH2:51][CH2:52][N:53]=[C:54]=[N:55][CH2:56][CH3:57].[ClH:46].[ClH:58].[ClH:59].[F:21][C:22]([c:23]1[c:24]([S:29](=[O:30])(=[O:31])[N:32]2[CH:33]([CH2:38][CH2:39][CH2:40][C:41](=[O:42])[OH:43])[CH2:34][CH2:35][CH2:36][CH2:37]2)[cH:25][cH:26][cH:27][cH:28]1)([F:44])[F:45].[N:60]1([CH2:65][CH2:66][O:67][C:68]2([c:74]3[cH:75][n:76][cH:77][cH:78][cH:79]3)[CH2:69][CH2:70][NH:71][CH2:72][CH2:73]2)[CH2:61][CH2:62][CH2:63][CH2:64]1.[OH2:1].[OH:2][n:3]1[c:4]2[cH:5][cH:6][cH:7][cH:8][c:9]2[n:10][n:11]1>>[F:21][C:22]([c:23]1[c:24]([S:29](=[O:30])(=[O:31])[N:32]2[CH:33]([CH2:38][CH2:39][CH2:40][C:41](=[O:42])[N:71]3[CH2:70][CH2:69][C:68]([O:67][CH2:66][CH2:65][N:60]4[CH2:61][CH2:62][CH2:63][CH2:64]4)([c:74]4[cH:75][n:76][cH:77][cH:78][cH:79]4)[CH2:73][CH2:72]3)[CH2:34][CH2:35][CH2:36][CH2:37]2)[cH:25][cH:26][cH:27][cH:28]1)([F:44])[F:45].